Dataset: the Open Reaction Database (ORD), a public repository of structured organic reaction records. Task: describe an organic reaction: reactants, conditions, products, and yield Reactants: COCCCc1ccc(Cl)c(CN(C(=O)C(CNC(=O)OC(C)(C)C)Cc2ccc(OCCOc3c(Cl)cc(CCCO)cc3Cl)cc2)C2CC2)c1, ClCCl, Cl. Yields the product COCCCc1ccc(Cl)c(CN(C(=O)C(CN)Cc2ccc(OCCOc3c(Cl)cc(CCCO)cc3Cl)cc2)C2CC2)c1. Reaction SMILES: [Cl:1][c:2]1[c:3]([CH2:4][N:5]([C:6]([CH:7]([CH2:8][NH:9][C:10](=[O:11])[O:12][C:13]([CH3:14])([CH3:15])[CH3:16])[CH2:17][c:18]2[cH:19][cH:20][c:21]([O:24][CH2:25][CH2:26][O:27][c:28]3[c:29]([Cl:39])[cH:30][c:31]([CH2:35][CH2:36][CH2:37][OH:38])[cH:32][c:33]3[Cl:34])[cH:22][cH:23]2)=[O:40])[CH:41]2[CH2:42][CH2:43]2)[cH:44][c:45]([CH2:48][CH2:49][CH2:50][O:51][CH3:52])[cH:46][cH:47]1.[Cl:54][CH2:55][Cl:56].[ClH:53]>>[Cl:1][c:2]1[c:3]([CH2:4][N:5]([C:6]([CH:7]([CH2:8][NH2:9])[CH2:17][c:18]2[cH:19][cH:20][c:21]([O:24][CH2:25][CH2:26][O:27][c:28]3[c:29]([Cl:39])[cH:30][c:31]([CH2:35][CH2:36][CH2:37][OH:38])[cH:32][c:33]3[Cl:34])[cH:22][cH:23]2)=[O:40])[CH:41]2[CH2:42][CH2:43]2)[cH:44][c:45]([CH2:48][CH2:49][CH2:50][O:51][CH3:52])[cH:46][cH:47]1. The reactants are C1=CN(C(=O)NC1=O)[C@H]2[C@@H]([C@@H]([C@H](O2)COP(=O)(O)OP(=O)(O)O)O)O (UDP), ( s ), [Si](C)(C)(C)C (Me4Si), CC1=C(C(CCC1O)(C)C)/C=C/C(=C/C=C/C(=C/C(=O)O)/C)/C (4-Hydroxyretinoic Acid). Product: (±)-4-Hydroxy-ATRA, CC1=C(C(CCC1=O)(C)C)/C=C/C(=C/C=C/C(=C/C(=O)O)/C)/C (4-oxo-ATRA). As a reaction SMILES: [Si](C)(C)(C)C.[CH3:6][C:7]1[CH:12]([OH:13])[CH2:11][CH2:10][C:9]([CH3:15])([CH3:14])[C:8]=1/[CH:16]=[CH:17]/[C:18](/[CH3:28])=[CH:19]/[CH:20]=[CH:21]/[C:22](/[CH3:27])=[CH:23]/[C:24]([OH:26])=[O:25].C1C(=O)NC(=O)N([C@@H]2O[C@H](COP(OP(O)(O)=O)(O)=O)[C@@H](O)[C@H]2O)C=1>>[CH3:6][C:7]1[C:12](=[O:13])[CH2:11][CH2:10][C:9]([CH3:14])([CH3:15])[C:8]=1/[CH:16]=[CH:17]/[C:18](/[CH3:28])=[CH:19]/[CH:20]=[CH:21]/[C:22](/[CH3:27])=[CH:23]/[C:24]([OH:26])=[O:25]. Procedure: Melting points (mp) are determined with a Fischer-Johns melting point apparatus and are uncorrected. Proton magnetic resonance spectra (1H NMR) are recorded in CDCl3 on a Mac NMR 5.3 300 MHz spectrometer (internal standard Me4Si, (δ=0), and high resolution mass spectra (HRMS) are determined on a Kratos Aspect Systems instrument, EI mode. Elemental analyses are performed by Chemisar Laboratories Inc., Guelph, Ontario, Canada. TLC is done on silica gel GHLF precoated plates (250 microns) purchased...